This data is from the Open Reaction Database (ORD), a public repository of structured organic reaction records. The task is: describe an organic reaction: reactants, conditions, products, and yield The reactants are Cl (HCl), [H-].[Na+] (NaH), ClC1=C(C(=NC(=N1)C1=CC=NC=C1)NS(=O)(=O)CCC1=NC=CC=C1)OC1=C(C=CC=C1)OC (2-pyridin-2-yl-ethanesulfonic acid [6-chloro-5-(2-methoxy-phenoxy)-2-pyridin-4-yl-pyrimidin-4-yl]-amide), C(CO)O (ethylene glycol). Run in CN(C)C=O (DMF). Reaction conditions: temperature 90 celsius, time 40 hour. Yields the product OCCOC1=C(C(=NC(=N1)C1=CC=NC=C1)NS(=O)(=O)CCC1=NC=CC=C1)OC1=C(C=CC=C1)OC (2-pyridin-2-yl-ethanesulfonic acid [6-(2-hydroxy-ethoxy)-5-(2-methoxy-phenoxy)-2-pyridin-4-yl-pyrimidin-4-yl]-amide). RXN SMILES: [H-].[Na+].[CH2:3]([OH:6])[CH2:4][OH:5].Cl[C:8]1[N:13]=[C:12]([C:14]2[CH:19]=[CH:18][N:17]=[CH:16][CH:15]=2)[N:11]=[C:10]([NH:20][S:21]([CH2:24][CH2:25][C:26]2[CH:31]=[CH:30][CH:29]=[CH:28][N:27]=2)(=[O:23])=[O:22])[C:9]=1[O:32][C:33]1[CH:38]=[CH:37][CH:36]=[CH:35][C:34]=1[O:39][CH3:40].Cl>CN(C=O)C>[OH:5][CH2:4][CH2:3][O:6][C:8]1[N:13]=[C:12]([C:14]2[CH:15]=[CH:16][N:17]=[CH:18][CH:19]=2)[N:11]=[C:10]([NH:20][S:21]([CH2:24][CH2:25][C:26]2[CH:31]=[CH:30][CH:29]=[CH:28][N:27]=2)(=[O:23])=[O:22])[C:9]=1[O:32][C:33]1[CH:38]=[CH:37][CH:36]=[CH:35][C:34]=1[O:39][CH3:40] |f:0.1|. Procedure: To a suspension of NaH (701 mg, 60% in mineral oil) in DMF (15 ml) was added ethylene glycol (15 ml). After the evolution of gas had ceased, 2-pyridin-2-yl-ethanesulfonic acid [6-chloro-5-(2-methoxy-phenoxy)-2-pyridin-4-yl-pyrimidin-4-yl]-amide (800 mg) was added and the resulting solution was stirred at 90° C. for 40 h. The solution was neutralised with 2 N aq. HCl (7 ml) before it was evaporated. The brown residue was purified by chromatography on prep. tlc-plates with EA:methanol:sat. aq. amm... Reactants: ClC/C=C/[C@@H]1CC[C@H](CC1)CCN(S(=O)(=O)C1=CC=C(C=C1)C(F)(F)F)C (trans-N-{2-[4-(3-chloro-(E)-propenyl)-cyclohexyl]-ethyl}-N-methyl-4-trifluoromethyl-benzenesulfonamide), C(C)N (ethylamine). The solvent is CN(C(C)=O)C (N,N-dimethylacetamide). Product: C(C)NC/C=C/[C@@H]1CC[C@H](CC1)CCN(S(=O)(=O)C1=CC=C(C=C1)C(F)(F)F)C (trans-N-{2-[4-(3-ethylamino-(E)-propenyl)-cyclohexyl]-ethyl}-N-methyl-4-trifluoromethyl-benzenesulfonamide). Reaction SMILES: Cl[CH2:2]/[CH:3]=[CH:4]/[C@H:5]1[CH2:10][CH2:9][C@H:8]([CH2:11][CH2:12][N:13]([CH3:27])[S:14]([C:17]2[CH:22]=[CH:21][C:20]([C:23]([F:26])([F:25])[F:24])=[CH:19][CH:18]=2)(=[O:16])=[O:15])[CH2:7][CH2:6]1.[CH2:28]([NH2:30])[CH3:29]>CN(C)C(=O)C>[CH2:28]([NH:30][CH2:2]/[CH:3]=[CH:4]/[C@H:5]1[CH2:10][CH2:9][C@H:8]([CH2:11][CH2:12][N:13]([CH3:27])[S:14]([C:17]2[CH:22]=[CH:21][C:20]([C:23]([F:26])([F:25])[F:24])=[CH:19][CH:18]=2)(=[O:16])=[O:15])[CH2:7][CH2:6]1)[CH3:29]. Procedure details: In analogy to the method described in example 12.1, trans-N-{2-[4-(3-chloro-(E)-propenyl)-cyclohexyl]-ethyl}-N-methyl-4-trifluoromethyl-benzenesulfonamide was reacted with ethylamine in N,N-dimethylacetamide at room temperature to yield trans-N-{2-[4-(3-ethylamino-(E)-propenyl)-cyclohexyl]-ethyl}-N-methyl-4-trifluoromethyl-benzenesulfonamide as colorless viscous oil, MS: 433 (MH+). Starting materials: C([O-])([O-])=O (carbonate), [OH-].[Na+] (NaOH), aqueous solution, C(F)(F)(F)S(=O)(=O)O (CF3SO3H), FF (fluorine), aqueous solution, ClCl (chlorine). The product is C(F)(F)(F)S(=O)(=O)O[Na] (CF3SO3Na). Reaction SMILES: [C:1]([S:5]([OH:8])(=[O:7])=[O:6])([F:4])([F:3])[F:2].[OH-].[Na+:10].FF.ClCl.C(=O)([O-])[O-]>>[C:1]([S:5]([O:8][Na:10])(=[O:7])=[O:6])([F:4])([F:3])[F:2] |f:1.2|. Reported procedure: A teflon vessel was charged with 75% aqueous solution of CF3SO3H used in Example 1, and 50% aqueous solution of NaOH (free fluorine 33 ppm, free chlorine ppm, carbonate radical 1.1%) was poured into the solution such that the reaction between the acid and the alkali proceeded under acidic conditions and terminated while pH of the reaction liquid was 2. Then the reaction liquid was dried in the same manner as in Example 1 to thereby obtain a powder of CF3SO3Na. Starting materials: ClC1=NC=NC2=CC(=C(C=C12)OC)OCC1CCN(CC1)CC#N (4-chloro-6-methoxy-7-((1-cyanomethylpiperidin-4-yl)methoxy)quinazoline), OC=1C=C2C=CNC2=CC1 (5-hydroxyindole), C([O-])([O-])=O.[Cs+].[Cs+] (cesium carbonate), CN(C)C=O (DMF). Run at temperature 90 celsius, time 90 minute. The product is C(#N)CC(OC1=C(C=C2C(=NC=NC2=C1)OC=1C=C2C=CNC2=CC1)OC)C1CCNCC1 (7-((1-cyanomethyl)piperidin-4-ylmethoxy)-4-(indol-5-yloxy)-6-methoxyquinazoline). Yield: 17.0%. RXN SMILES: Cl[C:2]1[C:11]2[C:6](=[CH:7][C:8]([O:14][CH2:15][CH:16]3[CH2:21][CH2:20][N:19](CC#N)[CH2:18][CH2:17]3)=[C:9]([O:12][CH3:13])[CH:10]=2)[N:5]=[CH:4][N:3]=1.[OH:25][C:26]1[CH:27]=[C:28]2[C:32](=[CH:33][CH:34]=1)[NH:31][CH:30]=[CH:29]2.[C:35](=O)([O-])[O-].[Cs+].[Cs+].C[N:42]([CH:44]=O)C>>[C:44]([CH2:35][CH:15]([CH:16]1[CH2:17][CH2:18][NH:19][CH2:20][CH2:21]1)[O:14][C:8]1[CH:7]=[C:6]2[C:11]([C:2]([O:25][C:26]3[CH:27]=[C:28]4[C:32](=[CH:33][CH:34]=3)[NH:31][CH:30]=[CH:29]4)=[N:3][CH:4]=[N:5]2)=[CH:10][C:9]=1[O:12][CH3:13])#[N:42] |f:2.3.4|. Procedure details: A solution of 4-chloro-6-methoxy-7-((1-cyanomethylpiperidin-4-yl)methoxy)quinazoline (200 mg, 0.58 mmol) and 5-hydroxyindole (85 mg, 0.63 mmol) in DMF (3 ml) containing cesium carbonate (282 mg, 0.86 mmol) was stirred at 90° C. for 90 minutes. After cooling, the mixture was poured onto water (25 ml). The precipitate was filtered, dried under vacuum and purified by reverse phase column chromatography on silica (Kromasil® C18) eluting with methanol/water (1% acetic acid) (1/1). The fractions conta... Starting materials: CC1(C)C(C(=O)c2cn(CC3CCOCC3)c3cc(Br)ccc23)C1(C)C, O=C([O-])[O-], Cc1ccccc1, CC(C)c1cccc(C(C)C)c1-n1cc[n+](-c2c(C(C)C)cccc2C(C)C)c1, [Cl-], [Na+], [Na+], O=C(C=Cc1ccccc1)C=Cc1ccccc1, O=C(C=Cc1ccccc1)C=Cc1ccccc1, O=C(C=Cc1ccccc1)C=Cc1ccccc1, OB(O)c1ccccc1, [Pd], [Pd]. Product: CC1(C)C(C(=O)c2cn(CC3CCOCC3)c3cc(-c4ccccc4)ccc23)C1(C)C. RXN SMILES: [Br:1][c:2]1[cH:3][cH:4][c:5]2[c:6]([C:18](=[O:19])[CH:20]3[C:21]([CH3:25])([CH3:26])[C:22]3([CH3:23])[CH3:24])[cH:7][n:8]([CH2:11][CH:12]3[CH2:13][CH2:14][O:15][CH2:16][CH2:17]3)[c:9]2[cH:10]1.[C:66](=[O:67])([O-:68])[O-:69].[CH3:72][c:73]1[cH:74][cH:75][cH:76][cH:77][cH:78]1.[CH:37]([c:38]1[cH:39][cH:40][cH:41][c:42]([CH:43]([CH3:44])[CH3:45])[c:46]1-[n+:47]1[cH:48][cH:49][n:50](-[c:51]2[c:52]([CH:53]([CH3:54])[CH3:55])[cH:56][cH:57][cH:58][c:59]2[CH:60]([CH3:61])[CH3:62])[cH:63]1)([CH3:64])[CH3:65].[Cl-:36].[Na+:70].[Na+:71].[O:117]=[C:118]([CH:119]=[CH:120][c:121]1[cH:122][cH:123][cH:124][cH:125][cH:126]1)[CH:127]=[CH:128][c:129]1[cH:130][cH:131][cH:132][cH:133][cH:134]1.[O:81]=[C:82]([CH:83]=[CH:84][c:85]1[cH:86][cH:87][cH:88][cH:89][cH:90]1)[CH:91]=[CH:92][c:93]1[cH:94][cH:95][cH:96][cH:97][cH:98]1.[O:99]=[C:100]([CH:101]=[CH:102][c:103]1[cH:104][cH:105][cH:106][cH:107][cH:108]1)[CH:109]=[CH:110][c:111]1[cH:112][cH:113][cH:114][cH:115][cH:116]1.[OH:27][B:28]([OH:29])[c:30]1[cH:31][cH:32][cH:33][cH:34][cH:35]1.[Pd:79].[Pd:80]>>[c:2]1(-[c:30]2[cH:31][cH:32][cH:33][cH:34][cH:35]2)[cH:3][cH:4][c:5]2[c:6]([C:18](=[O:19])[CH:20]3[C:21]([CH3:25])([CH3:26])[C:22]3([CH3:23])[CH3:24])[cH:7][n:8]([CH2:11][CH:12]3[CH2:13][CH2:14][O:15][CH2:16][CH2:17]3)[c:9]2[cH:10]1. Reactants: C(CCC)[Li] (n-butyl lithium), C(C)OC(C1=CC(=CC=C1)OC)=O (3-methoxy-benzoic acid ethyl ester), [OH-].[Na+] (NaOH), ( g ), C(C)#N (acetonitrile). Solvent: hexanes, C1CCOC1 (THF), C1CCOC1 (THF). Run at temperature -78 celsius, time 8 hour. Product: COC=1C=C(C=CC1)C(CC#N)=O (3-(3-methoxy-phenyl)-3-oxo-propionitrile). RXN SMILES: [C:1](#[N:3])[CH3:2].C([Li])CCC.C([O:11][C:12](=O)[C:13]1[CH:18]=[CH:17][CH:16]=[C:15]([O:19][CH3:20])[CH:14]=1)C.[OH-].[Na+]>C1COCC1>[CH3:20][O:19][C:15]1[CH:14]=[C:13]([C:12](=[O:11])[CH2:2][C:1]#[N:3])[CH:18]=[CH:17][CH:16]=1 |f:3.4|. Procedure details: Under Ar(g), a solution of anhydrous acetonitrile (1.6 mL) in 35 mL anhydrous THF is cooled to −78° C. in a dry ice-acetone bath and then slowly treated with 12 mL of a 2.5 M n-butyl lithium in hexanes. The reaction mixture is maintained at −78° C. for an additional 45 min. and then slowly treated with a solution of 5 gms. of 3-methoxy-benzoic acid ethyl ester in 5 mL of anhydrous THF. The resulting solution is then stirred overnight at room temperature. Subsequently, the reaction mixture is tre... Starting materials: NC1=C(C(=O)NCC2=CC=C(C=C2)OCC2=CC=CC=C2)C=CC=N1 (2-amino-N-(4-benzyloxy-benzyl)-nicotinamide), COC1=CC=C(C=C1)P1(SP(S1)(C1=CC=C(C=C1)OC)=S)=S (2,4-bis(4-methoxyphenyl)-1,3-dithia-2,4-diphosphetane-2,4-disulphide). Solvent: C1(=CC=CC=C1)C (toluene). Reaction conditions: temperature 80 celsius, time 15 minute. Yields the product NC1=C(C(=S)NCC2=CC=C(C=C2)OCC2=CC=CC=C2)C=CC=N1 (2-Amino-N-(4-benzyloxy-benzyl)-thionicotinamide). The yield is 12.0%. Reaction SMILES: [NH2:1][C:2]1[N:25]=[CH:24][CH:23]=[CH:22][C:3]=1[C:4]([NH:6][CH2:7][C:8]1[CH:13]=[CH:12][C:11]([O:14][CH2:15][C:16]2[CH:21]=[CH:20][CH:19]=[CH:18][CH:17]=2)=[CH:10][CH:9]=1)=O.COC1C=CC(P2(=S)SP(=S)(C3C=CC(OC)=CC=3)[S:35]2)=CC=1>C1(C)C=CC=CC=1>[NH2:1][C:2]1[N:25]=[CH:24][CH:23]=[CH:22][C:3]=1[C:4]([NH:6][CH2:7][C:8]1[CH:13]=[CH:12][C:11]([O:14][CH2:15][C:16]2[CH:21]=[CH:20][CH:19]=[CH:18][CH:17]=2)=[CH:10][CH:9]=1)=[S:35]. Procedure: A mixture of 2-amino-N-(4-benzyloxy-benzyl)-nicotinamide described in Example A-17 (220 mg, 0.67 mmol), 2,4-bis(4-methoxyphenyl)-1,3-dithia-2,4-diphosphetane-2,4-disulphide (Lawesson's reagent) (670 mg, 1.7 mmol) and toluene (8 mL) was stirred at 80° C. for 15 minutes, then, refluxed for 45 minutes. After cooling, the precipitate was filtered, and the filtrate was evaporated in vacuo. Purification was carried out by NH silica gel column chromatography (ethyl acetate), and the title compound (28 ... Reactants: ClCCCl, C1CCOC1, CCN(C(C)C)C(C)C, C[Si](C)(C)CCOCn1cnc(Cl)c1C(=O)O, C=CCc1cc(C#N)cc(Oc2c(Cl)ccc(CN)c2F)c1. Product: C=CCc1cc(C#N)cc(Oc2c(Cl)ccc(CNC(=O)c3c(Cl)ncn3COCC[Si](C)(C)C)c2F)c1. As a reaction SMILES: [CH2:49]([Cl:50])[CH2:51][Cl:52].[CH2:53]1[O:54][CH2:55][CH2:56][CH2:57]1.[CH:40]([N:41]([CH2:42][CH3:43])[CH:44]([CH3:45])[CH3:46])([CH3:47])[CH3:48].[Cl:23][c:24]1[n:25][cH:26][n:27]([CH2:32][O:33][CH2:34][CH2:35][Si:36]([CH3:37])([CH3:38])[CH3:39])[c:28]1[C:29](=[O:30])[OH:31].[NH2:1][CH2:2][c:3]1[c:4]([F:22])[c:5]([O:10][c:11]2[cH:12][c:13]([C:14]#[N:15])[cH:16][c:17]([CH2:19][CH:20]=[CH2:21])[cH:18]2)[c:6]([Cl:9])[cH:7][cH:8]1>>[NH:1]([CH2:2][c:3]1[c:4]([F:22])[c:5]([O:10][c:11]2[cH:12][c:13]([C:14]#[N:15])[cH:16][c:17]([CH2:19][CH:20]=[CH2:21])[cH:18]2)[c:6]([Cl:9])[cH:7][cH:8]1)[C:29]([c:28]1[c:24]([Cl:23])[n:25][cH:26][n:27]1[CH2:32][O:33][CH2:34][CH2:35][Si:36]([CH3:37])([CH3:38])[CH3:39])=[O:30]. Reactants: O1C(COC=2C=C3OC=4C=CC=C(C4C(C3=CC2)=O)O)C1 (6-(2,3-epoxypropoxy)-1-hydroxyxanthen-9-one), ( i ), Cl.C1C(CCC2=CC=CC=C12)NCC(COC=1C=C2OC=3C=CC=C(C3C(C2=CC1)=O)O)O (N-(1,2,3,4-tetrahydronaphth-2-yl)-2-hydroxy-3-(1-hydroxy-9-oxoxanth-6-yloxy)propanamine hydrochloride). The solvent is C(C)O (ethanol). Yields the product NC1CC2=CC=CC=C2CC1 (2-aminotetralin). RXN SMILES: O1CC1COC1C=C2C(=CC=1)C(=O)C1C(O)=CC=CC=1O2.Cl.[CH2:23]1[C:32]2[C:27](=[CH:28][CH:29]=[CH:30][CH:31]=2)[CH2:26][CH2:25][CH:24]1[NH:33]CC(O)COC1C=C2C(=CC=1)C(=O)C1C(O)=CC=CC=1O2>C(O)C>[NH2:33][CH:24]1[CH2:25][CH2:26][C:27]2[C:32](=[CH:31][CH:30]=[CH:29][CH:28]=2)[CH2:23]1 |f:1.2|. Procedure: Following the procedure of Example 27, but starting from 6-(2,3-epoxypropoxy)-1-hydroxyxanthen-9-one (2.84 g), prepared as described in U.S. Pat. No. 3,912,733, and 2-aminotetralin (1.49 g) in absolute ethanol (40 ml), N-(1,2,3,4-tetrahydronaphth-2-yl)-2-hydroxy-3-(1-hydroxy-9-oxoxanth-6-yloxy)propanamine hydrochloride is obtained ((i): R=H, Ar=radical 1, wherein Z is H, and the chain is attached to position 2 of the tetralin moiety). Starting materials: C(C1=CC=CC=C1)OC=1C=C2C=CNC2=CC1 (5-benzyloxy-indole), BrC1=CC=C(C=C1)F (1-bromo-4-fluoro-benzene). The product is C(C1=CC=CC=C1)OC=1C=C2C=CN(C2=CC1)C1=CC=C(C=C1)Br (5-Benzyloxy-1-(4-bromo-phenyl)-1H-indole). RXN SMILES: [CH2:1]([O:8][C:9]1[CH:10]=[C:11]2[C:15](=[CH:16][CH:17]=1)[NH:14][CH:13]=[CH:12]2)[C:2]1[CH:7]=[CH:6][CH:5]=[CH:4][CH:3]=1.[Br:18][C:19]1[CH:24]=[CH:23][C:22](F)=[CH:21][CH:20]=1>>[CH2:1]([O:8][C:9]1[CH:10]=[C:11]2[C:15](=[CH:16][CH:17]=1)[N:14]([C:22]1[CH:23]=[CH:24][C:19]([Br:18])=[CH:20][CH:21]=1)[CH:13]=[CH:12]2)[C:2]1[CH:3]=[CH:4][CH:5]=[CH:6][CH:7]=1. Reported procedure: In analogy to example 4.6, 5-benzyloxy-indole and and 1-bromo-4-fluoro-benzene were converted to yield 5-Benzyloxy-1-(4-bromo-phenyl)-1H-indole as light brown solid, mp 118° C., MS: 377 (M, 1Br).